describe an organic reaction: reactants, conditions, products, and yield From a dataset of the Open Reaction Database (ORD), a public repository of structured organic reaction records. Solvent: C(C)O (ethanol), O (water). The yield is 62.1%. Product: CC=1N=C2N(C=CC=C2C(=O)O)C1 (2-methylimidazo[1,2-a]pyridine-8-carboxylic acid). RXN SMILES: [CH3:1][C:2]1[N:3]=[C:4]2[C:9]([C:10]([O:12]C)=[O:11])=[CH:8][CH:7]=[CH:6][N:5]2[CH:14]=1.[OH-].[Na+]>C(O)C.O>[CH3:1][C:2]1[N:3]=[C:4]2[C:9]([C:10]([OH:12])=[O:11])=[CH:8][CH:7]=[CH:6][N:5]2[CH:14]=1 |f:1.2|. Reported procedure: Methyl 2-methylimidazo[1,2-a]pyridine-8-carboxylate (4 g, 21 m moles) was dissolved in a mixture of ethanol (45 ml) and water (20 ml), and sodium hydroxide (2.5 g, 63 m moles) was added thereto and refluxed under heating for 30 minutes. The reaction mixture was cooled to room temperature and concentrated under reduced pressure. Water (40 ml) was added to the concentrate, and the mixture was adjusted to pH 4 with conc. hydrochloric acid. The precipitating crystals were collected by filtration to ... The reactants are CC=1N=C2N(C=CC=C2C(=O)OC)C1 (Methyl 2-methylimidazo[1,2-a]pyridine-8-carboxylate), [OH-].[Na+] (sodium hydroxide). As a reaction SMILES: [NH2:1][C:2]1[CH:10]=[CH:9][C:5]2[N:6]=[CH:7][NH:8][C:4]=2[CH:3]=1.[F:11][C:12]1[CH:13]=[C:14]([CH:17]=[C:18]([C:20]([F:23])([F:22])[F:21])[CH:19]=1)[CH:15]=O.[Si](C#N)(C)(C)C.[N:30]1([C:35](N2C=CN=C2)=[O:36])C=CN=[CH:31]1>>[NH:6]1[C:5]2[CH:9]=[CH:10][C:2]([N:1]3[CH:15]([C:14]4[CH:17]=[C:18]([C:20]([F:23])([F:22])[F:21])[CH:19]=[C:12]([F:11])[CH:13]=4)[CH2:31][NH:30][C:35]3=[O:36])=[CH:3][C:4]=2[N:8]=[CH:7]1. Procedure: The compound was synthesized starting from 5-aminobenzimidazole (0.585 g, 4.4 mmol), 3-fluoro-5-(trifluoromethyl)benzaldehyde (0.768 g, 4 mmol), TMSCN (0.5 mL, 4 mmol), PdC (10%, 0.02 g), TEA (0.558 mL, 4 mmol), di-(imidazol-1-yl)methanone (0.648, 4 mmol) as described in method 2. Yields the product N1C=NC2=C1C=CC(=C2)N2C(NCC2C2=CC(=CC(=C2)C(F)(F)F)F)=O (1-(1H-benzo[d]imidazol-5-yl)-5-(3-fluoro-5-(trifluoromethyl)phenyl)imidazolidin-2-one). Starting materials: NC1=CC2=C(N=CN2)C=C1 (5-aminobenzimidazole), PdC, TEA, FC=1C=C(C=O)C=C(C1)C(F)(F)F (3-fluoro-5-(trifluoromethyl)benzaldehyde), [Si](C)(C)(C)C#N (TMSCN), N1(C=NC=C1)C(=O)N1C=NC=C1 (di-(imidazol-1-yl)methanone). Starting materials: FC(C(F)(F)F)(OC1=CC=C(C=C1)C1=NN=C(O1)C1=CC=C(C(=O)OC)C=C1)F (methyl 4-(5-(4-(perfluoroethoxy)phenyl)-1,3,4-oxadiazol-2-yl)benzoate), Cl (HCl). Run in [OH-].[Na+] (NaOH), CO (MeOH), CO (MeOH), [OH-].[Na+] (NaOH). Run at time 18 hour. Product: C(C1=CC=CC=C1)(=O)O (benzoic acid). RXN SMILES: FC(F)(OC1C=CC(C2OC([C:19]3[CH:28]=[CH:27][C:22]([C:23]([O:25]C)=[O:24])=[CH:21][CH:20]=3)=NN=2)=CC=1)C(F)(F)F.Cl>CO.[OH-].[Na+]>[C:23]([OH:25])(=[O:24])[C:22]1[CH:27]=[CH:28][CH:19]=[CH:20][CH:21]=1 |f:3.4|. Procedure: To methyl 4-(5-(4-(perfluoroethoxy)phenyl)-1,3,4-oxadiazol-2-yl)benzoate (1.07 g, 2.58 mmol) was added MeOH (26 mL) (starting material remained partially insoluble). A solution of 2 N NaOH (5.2 mL, 10.33 mmol) was added, and the reaction was stirred at room temperature for 18 h. Stirring had become hindered overnight due to the formation of solid. LC/MS showed 25% conversion to product. The reaction mixture was diluted with MeOH and additional 2 N NaOH (20 mL) was added and the reaction was heat... Starting materials: Cl (hydrochloric acid), ice, N1N=CN=C1 (1,2,4-triazole), CC1OC(OC1)=O (4-methyl-1,3-dioxolan-2-one). Product: OC(CN1N=CN=C1)C (1-(2-hydroxypropyl)-1,2,4-triazole). Reaction SMILES: [NH:1]1[CH:5]=[N:4][CH:3]=[N:2]1.Cl.[CH3:7][CH:8]1[CH2:12]OC(=O)[O:9]1>>[OH:9][CH:8]([CH3:12])[CH2:7][N:1]1[CH:5]=[N:4][CH:3]=[N:2]1. Procedure: The starting material may be prepared as follows. A mixture of 1,2,4-triazole (5 g.) and 4-methyl-1,3-dioxolan-2-one was heated at 150° for 18 hours. Concentrated aqueous hydrochloric acid (8 ml.) was added dropwise to the ice-cooled mixture and the mixture was washed with chloroform. The aqueous phase was neutralised with aqueous potassium carbonate solution and extracted with chloroform, and the chloroform extract was dried and evaporated to dryness to give 1-(2-hydroxypropyl)-1,2,4-triazole (... Starting materials: BrCC(=O)C(F)(F)F (Bromotrifluoroacetone), COCC1=NN=C(S1)N (5-(methoxymethyl)-1,3,4-thiadiazol-2-amine), O (Water). The solvent is COCCOC (1,2-dimethoxyethane). Reaction conditions: temperature 80 celsius. The product is COCC1=NN2C(S1)=NC(=C2)C(F)(F)F (2-(methoxymethyl)-6-(trifluoromethyl)imidazo[2,1-b][1,3,4]thiadiazole). The yield is 47.0%. Reaction SMILES: Br[CH2:2][C:3]([C:5]([F:8])([F:7])[F:6])=O.[CH3:9][O:10][CH2:11][C:12]1[S:16][C:15]([NH2:17])=[N:14][N:13]=1.O>COCCOC>[CH3:9][O:10][CH2:11][C:12]1[S:16][C:15]2=[N:17][C:3]([C:5]([F:8])([F:7])[F:6])=[CH:2][N:14]2[N:13]=1. Reported procedure: Bromotrifluoroacetone (478 g, 1.05 eq) is added on a suspension of 5-(methoxymethyl)-1,3,4-thiadiazol-2-amine a25 (346 g, 1 eq) in 1,2-dimethoxyethane (6 l) at 20° C. The reaction mixture is heated to 80° C. until maximum conversion (<24 h). Water (4 l) is added to the reaction mixture at 32° C. and the expected compound crystallized out of the reaction mixture. The crystalline suspension is cooled to 10° C. to complete the crystallization process, filtered and the crystalline precipitate is was...